Dataset: the Open Reaction Database (ORD), a public repository of structured organic reaction records. Task: describe an organic reaction: reactants, conditions, products, and yield Starting materials: C(C)(C)N(CC)C(C)C (diisopropylethylamine), OC1CCC(CC1)(C(=O)OCC)C(=O)OCC (diethyl 4-hydroxycyclohexane-1,1-dicarboxylate), COCCl (chloromethyl methyl ether). Run in ClCCl (dichloromethane). Conditions: time 15 hour. Yields the product COCOC1CCC(CC1)(C(=O)OCC)C(=O)OCC (Diethyl 4-(methoxymethoxy)cyclohexane-1,1-dicarboxylate). RXN SMILES: [OH:1][CH:2]1[CH2:7][CH2:6][C:5]([C:13]([O:15][CH2:16][CH3:17])=[O:14])([C:8]([O:10][CH2:11][CH3:12])=[O:9])[CH2:4][CH2:3]1.C(N(C(C)C)CC)(C)C.[CH3:27][O:28][CH2:29]Cl>ClCCl>[CH3:27][O:28][CH2:29][O:1][CH:2]1[CH2:3][CH2:4][C:5]([C:8]([O:10][CH2:11][CH3:12])=[O:9])([C:13]([O:15][CH2:16][CH3:17])=[O:14])[CH2:6][CH2:7]1. Procedure details: 12.3 g of diethyl 4-hydroxycyclohexane-1,1-dicarboxylate was dissolved in 160 ml of dichloromethane and 26.3 ml of diisopropylethylamine was added thereto followed by ice-cooling. Next, 9.6 ml of chloromethyl methyl ether was added thereto and the reaction mixture was stirred at room temperature for 15 hours. Then the reaction mixture was concentrated and the residue was purified by silica gel column chromatography (eluted with n-hexane/ethyl acetate) to thereby give 11.10 g of the title compoun... Reactants: C#CCN1CCC(O)CC1, CC(C)NC(C)C, [Cu]I, COC(=O)COc1ccc(OCC=C(c2ccc(I)cc2)c2ccc(C(F)(F)F)cc2)cc1C, C1CCOC1, Cl[Pd]Cl, c1ccc(P(c2ccccc2)c2ccccc2)cc1, c1ccc(P(c2ccccc2)c2ccccc2)cc1. Product: COC(=O)COc1ccc(OCC=C(c2ccc(C#CCN3CCC(O)CC3)cc2)c2ccc(C(F)(F)F)cc2)cc1C. As a reaction SMILES: [CH2:1]([C:2]#[CH:3])[N:4]1[CH2:5][CH2:6][CH:7]([OH:10])[CH2:8][CH2:9]1.[CH:11]([NH:12][CH:13]([CH3:14])[CH3:15])([CH3:16])[CH3:17].[Cu:57][I:58].[I:18][c:19]1[cH:20][cH:21][c:22]([C:25](=[CH:26][CH2:27][O:28][c:29]2[cH:30][c:31]([CH3:41])[c:32]([O:33][CH2:34][C:35](=[O:36])[O:37][CH3:38])[cH:39][cH:40]2)[c:42]2[cH:43][cH:44][c:45]([C:48]([F:49])([F:50])[F:51])[cH:46][cH:47]2)[cH:23][cH:24]1.[O:52]1[CH2:53][CH2:54][CH2:55][CH2:56]1.[Pd:59]([Cl:60])[Cl:61].[c:62]1([P:63]([c:64]2[cH:65][cH:66][cH:67][cH:68][cH:69]2)[c:70]2[cH:71][cH:72][cH:73][cH:74][cH:75]2)[cH:76][cH:77][cH:78][cH:79][cH:80]1.[c:81]1([P:82]([c:83]2[cH:84][cH:85][cH:86][cH:87][cH:88]2)[c:89]2[cH:90][cH:91][cH:92][cH:93][cH:94]2)[cH:95][cH:96][cH:97][cH:98][cH:99]1>>[CH2:1]([C:2]#[C:3][c:19]1[cH:20][cH:21][c:22]([C:25](=[CH:26][CH2:27][O:28][c:29]2[cH:30][c:31]([CH3:41])[c:32]([O:33][CH2:34][C:35](=[O:36])[O:37][CH3:38])[cH:39][cH:40]2)[c:42]2[cH:43][cH:44][c:45]([C:48]([F:49])([F:50])[F:51])[cH:46][cH:47]2)[cH:23][cH:24]1)[N:4]1[CH2:5][CH2:6][CH:7]([OH:10])[CH2:8][CH2:9]1.